Dataset: the Open Reaction Database (ORD), a public repository of structured organic reaction records. Task: describe an organic reaction: reactants, conditions, products, and yield Reactants: C1CCOC1, COC(=O)Cc1c(C)nc(Cc2ccc([N+](=O)[O-])cc2)nc1N1CCCC1, [H][H]. Product: COC(=O)Cc1c(C)nc(Cc2ccc(N)cc2)nc1N1CCCC1. RXN SMILES: [CH2:30]1[O:31][CH2:32][CH2:33][CH2:34]1.[CH3:1][c:2]1[n:3][c:4]([CH2:18][c:19]2[cH:20][cH:21][c:22]([N+:25]([O-:26])=[O:27])[cH:23][cH:24]2)[n:5][c:6]([N:13]2[CH2:14][CH2:15][CH2:16][CH2:17]2)[c:7]1[CH2:8][C:9](=[O:10])[O:11][CH3:12].[H:28][H:29]>>[CH3:1][c:2]1[n:3][c:4]([CH2:18][c:19]2[cH:20][cH:21][c:22]([NH2:25])[cH:23][cH:24]2)[n:5][c:6]([N:13]2[CH2:14][CH2:15][CH2:16][CH2:17]2)[c:7]1[CH2:8][C:9](=[O:10])[O:11][CH3:12]. Starting materials: [BH3-]C#N, CC(=O)O, CO, Nc1cccc(F)c1, [Na+], [Na+], CC(C)(C)OC(=O)N1CCC(=O)CC1, [OH-]. The product is CC(C)(C)OC(=O)N1CCC(Nc2cccc(F)c2)CC1. RXN SMILES: [C:27]([BH3-:28])#[N:29].[CH3:23][C:24](=[O:25])[OH:26].[CH3:33][OH:34].[NH2:1][c:2]1[cH:3][cH:4][cH:5][c:6]([F:7])[cH:8]1.[Na+:30].[Na+:32].[O:9]=[C:10]1[CH2:11][CH2:12][N:13]([C:16](=[O:17])[O:18][C:19]([CH3:20])([CH3:21])[CH3:22])[CH2:14][CH2:15]1.[OH-:31]>>[NH:1]([c:2]1[cH:3][cH:4][cH:5][c:6]([F:7])[cH:8]1)[CH:10]1[CH2:11][CH2:12][N:13]([C:16](=[O:17])[O:18][C:19]([CH3:20])([CH3:21])[CH3:22])[CH2:14][CH2:15]1. The reactants are CC1(CCN(C2=CC(=CC=C12)NC(=O)N1CCN(CC1)C1=NC=CC=C1Cl)C(C(F)(F)F)=O)C (N-(4,4-dimethyl-1-trifluoroacetyl-1,2,3,4-tetrahydroquinol -7-yl)-4-(3-chloro-2-pyridyl)-piperazine-1-carboxamide), C([O-])([O-])=O.[K+].[K+] (potassium carbonate). The solvent is CO (methanol), O (water). Run at temperature 50 celsius. Product: CC1(CCNC2=CC(=CC=C12)NC(=O)N1CCN(CC1)C1=NC=CC=C1Cl)C (N-(4,4-Dimethyl-1,2,3,4-tetrahydroquinolin-7-yl)-4-(3-chloro-2-pyridyl)-piperazine-1-carboxamide). As a reaction SMILES: [CH3:1][C:2]1([CH3:34])[C:11]2[C:6](=[CH:7][C:8]([NH:12][C:13]([N:15]3[CH2:20][CH2:19][N:18]([C:21]4[C:26]([Cl:27])=[CH:25][CH:24]=[CH:23][N:22]=4)[CH2:17][CH2:16]3)=[O:14])=[CH:9][CH:10]=2)[N:5](C(=O)C(F)(F)F)[CH2:4][CH2:3]1.C(=O)([O-])[O-].[K+].[K+]>CO.O>[CH3:1][C:2]1([CH3:34])[C:11]2[C:6](=[CH:7][C:8]([NH:12][C:13]([N:15]3[CH2:16][CH2:17][N:18]([C:21]4[C:26]([Cl:27])=[CH:25][CH:24]=[CH:23][N:22]=4)[CH2:19][CH2:20]3)=[O:14])=[CH:9][CH:10]=2)[NH:5][CH2:4][CH2:3]1 |f:1.2.3|. Reported procedure: A suspension of N-(4,4-dimethyl-1-trifluoroacetyl-1,2,3,4-tetrahydroquinol -7-yl)-4-(3-chloro-2-pyridyl)-piperazine-1-carboxamide (125 mg, 0.253 mmol) and potassium carbonate (105 mg, 0.758 mmol) in methanol (5 ml) and water (5 ml) was heated at 50° C. for 3 h. After this period, the solvents were evaporated in vacuo and the residue partitioned between DCM (50 ml) and water (50 ml). The aqueous layer was re-extracted with DCM (2×50 ml) and then the combined organic layers dried (Na2SO4) and the ... Starting materials: ice, CC(CO)(C)N1CCC(CC1)S(=O)C=1C=CC2=C(C=3N(CCO2)C=C(N3)C3=NC=CC=C3)C1 (2-methyl-2-(4-(2-(pyridin-2-yl)-5,6-dihydrobenzo[f]imidazo[1,2-d][1,4]oxazepin-10-ylsulfinyl)piperidin-1-yl)propan-1-ol), C1=CC(=CC(=C1)Cl)C(=O)OO (m-CPBA), C(=O)(C(F)(F)F)O (TFA), C(=O)(C(F)(F)F)O (TFA), C1=CC(=CC(=C1)Cl)C(=O)OO (m-CPBA). Run in C(Cl)Cl (DCM), C(Cl)Cl (DCM), C(Cl)Cl (DCM). Conditions: time 1 hour. The product is CC(CO)(C)N1CCC(CC1)S(=O)(=O)C=1C=CC2=C(C=3N(CCO2)C=C(N3)C3=NC=CC=C3)C1 (2-methyl-2-(4-(2-(pyridin-2-yl)-5,6-dihydrobenzo[f]imidazo[1,2-d][1,4]oxazepin-10-ylsulfonyl)piperidin-1-yl)propan-1-ol). Isolated yield 45.3%. As a reaction SMILES: [CH3:1][C:2]([N:6]1[CH2:11][CH2:10][CH:9]([S:12]([C:14]2[CH:15]=[CH:16][C:17]3[O:23][CH2:22][CH2:21][N:20]4[CH:24]=[C:25]([C:27]5[CH:32]=[CH:31][CH:30]=[CH:29][N:28]=5)[N:26]=[C:19]4[C:18]=3[CH:33]=2)=[O:13])[CH2:8][CH2:7]1)([CH3:5])[CH2:3][OH:4].C(O)(C(F)(F)F)=[O:35].C1C=C(Cl)C=C(C(OO)=O)C=1>C(Cl)Cl>[CH3:5][C:2]([N:6]1[CH2:7][CH2:8][CH:9]([S:12]([C:14]2[CH:15]=[CH:16][C:17]3[O:23][CH2:22][CH2:21][N:20]4[CH:24]=[C:25]([C:27]5[CH:32]=[CH:31][CH:30]=[CH:29][N:28]=5)[N:26]=[C:19]4[C:18]=3[CH:33]=2)(=[O:35])=[O:13])[CH2:10][CH2:11]1)([CH3:1])[CH2:3][OH:4]. Procedure details: To an ice-cooled solution of 2-methyl-2-[4-(2-pyridin-2-yl-4,5-dihydro-6-oxa-1,3a-diazabenzo[e]azulene-9-sulfinyl)piperidin-1-yl]propan-1-ol 197 (30 mg, 0.064 mmol) in DCM (2 mL) was added TFA (25 μL, 0.318 mmol) followed by a slow addition of a solution of m-CPBA (13 mg, 0.076 mmol) in DCM (0.5 mL) and the resulting mixture was stirred for 1 h at RT. Volatiles were removed under reduced pressure and the resulting residue was purified by column chromatography (C18, gradient 5-30% MeOH in 0.5% TF... Reactants: FC1=C(C(=O)Cl)C=CC(=C1)F (2,4-difluorobenzoyl chloride), TEA, BrC=1C=C(C(=NC1)Cl)N (5-bromo-2-chloropyridin-3-amine). Run in C(Cl)(Cl)Cl (CHCl3). Run at time 5 hour. Product: BrC=1C=C(C(=NC1)Cl)NC(C1=C(C=C(C=C1)F)F)=O (N-(5-bromo-2-chloropyridin-3-yl)-2,4-difluorobenzamide). Isolated yield 33.5%. As a reaction SMILES: [F:1][C:2]1[CH:10]=[C:9]([F:11])[CH:8]=[CH:7][C:3]=1[C:4](Cl)=[O:5].[Br:12][C:13]1[CH:14]=[C:15]([NH2:20])[C:16]([Cl:19])=[N:17][CH:18]=1>C(Cl)(Cl)Cl>[Br:12][C:13]1[CH:14]=[C:15]([NH:20][C:4](=[O:5])[C:3]2[CH:7]=[CH:8][C:9]([F:11])=[CH:10][C:2]=2[F:1])[C:16]([Cl:19])=[N:17][CH:18]=1. Reported procedure: To a solution of 2,4-difluorobenzoyl chloride (0.33 g, 1.591 mmol) in CHCl3 (15.9 ml) were slowly added TEA (0.443 ml, 3.18 mmol) and 5-bromo-2-chloropyridin-3-amine (0.337 g, 1.91 mmol) at 0° C. The reaction mixture was stirred for 5 hours at room temperature. The reaction mixture was quenched with saturated aq. NaHCO3, and extracted with DCM (2×50 mL). The combined organic layers were washed brine, dried over anhydrous MgSO4, filtered and concentrated in vacuo. The residue was purified by colu... The reactants are C(#N)C1=CC=C(CN2C=NC=C2CCNC(=O)[C@H]2N(CC3=CC=CC=C3C2)C(=O)OC(C)(C)C)C=C1 (2-(t-butyloxycarbonyl)-1,2,3,4-tetrahydroisoquinoline-3(S)-carboxylic acid {2-[3-(4-cyanobenzyl)-3H-imidazol-4-yl]-ethyl}-amide), Cl (HCl). Run in CCOC(=O)C (EtOAc). Reaction conditions: temperature 25 celsius, time 0.5 hour. Product: Cl.C(#N)C1=CC=C(CN2C=NC=C2CCNC(=O)[C@H]2NCC3=CC=CC=C3C2)C=C1 (1,2,3,4-Tetrahydro-isoquinoline-3(S)-carboxylic acid {2-[3-(4-cyanobenzyl)-3H-imidazol-4-yl]-ethyl}-amide hydrochloride). RXN SMILES: [C:1]([C:3]1[CH:36]=[CH:35][C:6]([CH2:7][N:8]2[C:12]([CH2:13][CH2:14][NH:15][C:16]([C@@H:18]3[CH2:27][C:26]4[C:21](=[CH:22][CH:23]=[CH:24][CH:25]=4)[CH2:20][N:19]3C(OC(C)(C)C)=O)=[O:17])=[CH:11][N:10]=[CH:9]2)=[CH:5][CH:4]=1)#[N:2].[ClH:37]>CCOC(C)=O>[ClH:37].[C:1]([C:3]1[CH:4]=[CH:5][C:6]([CH2:7][N:8]2[C:12]([CH2:13][CH2:14][NH:15][C:16]([C@@H:18]3[CH2:27][C:26]4[C:21](=[CH:22][CH:23]=[CH:24][CH:25]=4)[CH2:20][NH:19]3)=[O:17])=[CH:11][N:10]=[CH:9]2)=[CH:35][CH:36]=1)#[N:2] |f:3.4|. Procedure: A solution of 2-(t-butyloxycarbonyl)-1,2,3,4-tetrahydroisoquinoline-3(S)-carboxylic acid {2-[3-(4-cyanobenzyl)-3H-imidazol-4-yl]-ethyl}-amide (0.25 g, 0.52 mmol) in EtOAc (15 mL) was cooled to -20° C. The solution was saturated with HCl gas and stirred at 0° C. for 0.5 hr and 25° C. for an additional 0.5 hr. The reaction was evaporated in vacuo to obtain the title compound which was used without further purification. The reactants are COC(CN)OC, CCO, Clc1nc2ccccc2nc1Cl. The product is COC(CNc1nc2ccccc2nc1Cl)OC. Reaction SMILES: [CH3:13][O:14][CH:15]([CH2:16][NH2:17])[O:18][CH3:19].[CH3:20][CH2:21][OH:22].[Cl:1][c:2]1[n:3][c:4]2[cH:5][cH:6][cH:7][cH:8][c:9]2[n:10][c:11]1[Cl:12]>>[c:2]1([NH:17][CH2:16][CH:15]([O:14][CH3:13])[O:18][CH3:19])[n:3][c:4]2[cH:5][cH:6][cH:7][cH:8][c:9]2[n:10][c:11]1[Cl:12]. Reactants: O=C(O)c1cccc(-c2ccccc2)c1, NCc1ccccc1C(F)(F)F. Reagents/catalysts: CN(C)C(=[N+](C)C)ON1C2=CC=CC=C2N=N1.F[P-](F)(F)(F)(F)F (HBTU), CCN(C(C)C)C(C)C (DIPEA), C1=CC=C2C(=C1)N=NN2O (HOBt). Run in CN(C)C=O (DMF), CN(C)C=O (DMF), CN(C)C=O (DMF), CN(C)C=O (DMF), CN(C)C=O (DMF), CN(C)C=O (DMF). Run at temperature 25 celsius, time 2 hour. Yields the product O=C(NCc1ccccc1C(F)(F)F)c1cccc(-c2ccccc2)c1. Isolated yield 67.5%. Reaction SMILES: NCc1ccccc1C(F)(F)F.O=C(O)c1cccc(-c2ccccc2)c1.CN(C)C(=[N+](C)C)ON1C2=CC=CC=C2N=N1.F[P-](F)(F)(F)(F)F.C1=CC=C2C(=C1)N=NN2O.CCN(C(C)C)C(C)C.CN(C)C=O>>O=C(NCc1ccccc1C(F)(F)F)c1cccc(-c2ccccc2)c1. Starting materials: O=C(CCl)NC(CO)(c1cc(Br)ccc1F)C(F)F, CC(C)(C)O, CC(C)(C)[O-], CCOC(C)=O, Cl, [K+]. The product is O=C1COCC(c2cc(Br)ccc2F)(C(F)F)N1. Reaction SMILES: [Br:1][c:2]1[cH:3][cH:4][c:5]([F:19])[c:6]([C:8]([CH:9]([F:10])[F:11])([CH2:12][OH:13])[NH:14][C:15]([CH2:16][Cl:17])=[O:18])[cH:7]1.[C:26]([OH:27])([CH3:28])([CH3:29])[CH3:30].[CH3:20][C:21]([CH3:22])([O-:23])[CH3:24].[CH3:31][CH2:32][O:33][C:34]([CH3:35])=[O:36].[ClH:37].[K+:25]>>[Br:1][c:2]1[cH:3][cH:4][c:5]([F:19])[c:6]([C:8]2([CH:9]([F:10])[F:11])[CH2:12][O:13][CH2:16][C:15](=[O:18])[NH:14]2)[cH:7]1.